This data is from the Open Reaction Database (ORD), a public repository of structured organic reaction records. The task is: describe an organic reaction: reactants, conditions, products, and yield Starting materials: OC=1C=C(C=CC1)N1C(CCC1=O)C(=O)OC (methyl 1-(3-hydroxyphenyl)-5-oxo-2-pyrrolidinecarboxylate), O[Li].O (LiOH.H2O), CO (MeOH). The solvent is O (H2O). Reaction conditions: time 1 hour. Yields the product OC=1C=C(C=CC1)N1C(CCC1=O)C(=O)O (1-(3-hydroxyphenyl)-5-oxo-2-pyrrolidinecarboxylic acid). Isolated yield 86.8%. RXN SMILES: [OH:1][C:2]1[CH:3]=[C:4]([N:8]2[C:12](=[O:13])[CH2:11][CH2:10][CH:9]2[C:14]([O:16]C)=[O:15])[CH:5]=[CH:6][CH:7]=1.O[Li].O.CO>O>[OH:1][C:2]1[CH:3]=[C:4]([N:8]2[C:12](=[O:13])[CH2:11][CH2:10][CH:9]2[C:14]([OH:16])=[O:15])[CH:5]=[CH:6][CH:7]=1 |f:1.2|. Reported procedure: A mixture of methyl 1-(3-hydroxyphenyl)-5-oxo-2-pyrrolidinecarboxylate (10.00 g, 42 mmol), LiOH.H2O (5.36 g, 128 mmol), MeOH (200 mL) and H2O (50 mL) was stirred at room temperature for about 1 hour. The MeOH was removed in vacuo and the residue diluted with H2O and 2N HCl solution to pH=1. The solid was filtered off, dried in air and suspended in hot CH3CN (200 mL). Filtration gave 1-(3-hydroxyphenyl)-5-oxo-2-pyrrolidinecarboxylic acid (8.06 g, 85%), mp 183-185° C. IR (KBr) 3600-2300 (OH), 1710... Starting materials: NC1=NC(=C(C(=N1)Br)C#N)SC (2-amino-4-bromo-6-methylsulfanyl-pyrimidine-5-carbonitrile), C(CCC)[Sn](C=1OCCC1)(CCCC)CCCC (tributyl-(4,5-dihydro-furan-2-yl)-stannane). The reagents and catalysts are Cl[Pd]([P](C1=CC=CC=C1)(C2=CC=CC=C2)C3=CC=CC=C3)([P](C4=CC=CC=C4)(C5=CC=CC=C5)C6=CC=CC=C6)Cl (bis(triphenylphosphine)palladium(II) chloride). The solvent is O1CCOCC1 (dioxane). Run at temperature 100 celsius. The product is NC1=NC(=C(C(=N1)C=1OCCC1)C#N)SC (2-amino-4-(4,5-dihydro-furan-2-yl)-6-methylsulfanyl-pyrimidine-5-carbonitrile). Isolated yield 48.5%. RXN SMILES: [NH2:1][C:2]1[N:7]=[C:6](Br)[C:5]([C:9]#[N:10])=[C:4]([S:11][CH3:12])[N:3]=1.C([Sn](CCCC)(CCCC)[C:18]1[O:19][CH2:20][CH2:21][CH:22]=1)CCC>O1CCOCC1.Cl[Pd](Cl)([P](C1C=CC=CC=1)(C1C=CC=CC=1)C1C=CC=CC=1)[P](C1C=CC=CC=1)(C1C=CC=CC=1)C1C=CC=CC=1>[NH2:1][C:2]1[N:7]=[C:6]([C:18]2[O:19][CH2:20][CH2:21][CH:22]=2)[C:5]([C:9]#[N:10])=[C:4]([S:11][CH3:12])[N:3]=1 |^1:39,58|. Reported procedure: To a stirred solution of 700 mg (2.86 mmol) 2-amino-4-bromo-6-methylsulfanyl-pyrimidine-5-carbonitrile in 25 ml dry dioxane under argon at room temperature were added 1.13 g (3.14 mmol) tributyl-(4,5-dihydro-furan-2-yl)-stannane and 281 mg (0.40 mmol) bis(triphenylphosphine)palladium(II) chloride. The reaction mixture was heated at 100° C. for 18 h, then cooled to room temperature and concentrated in vacuo. Flash chromatography (ethyl acetate/hexane 1/1) afforded 325 mg (49%) 2-amino-4-(4,5-dihy... Reactants: CC(C)C(C#N)(CCCI)c1ccc(C#N)s1, FC(F)(F)c1ccc(OCCN2CCNCC2)nc1. The product is CC(C)C(C#N)(CCCN1CCN(CCOc2ccc(C(F)(F)F)cn2)CC1)c1ccc(C#N)s1. Reaction SMILES: [C:1](#[N:2])[C:3]([CH2:4][CH2:5][CH2:6][I:7])([CH:8]([CH3:9])[CH3:10])[c:11]1[s:12][c:13]([C:16]#[N:17])[cH:14][cH:15]1.[F:18][C:19]([c:20]1[cH:21][cH:22][c:23]([O:26][CH2:27][CH2:28][N:29]2[CH2:30][CH2:31][NH:32][CH2:33][CH2:34]2)[n:24][cH:25]1)([F:35])[F:36]>>[C:1](#[N:2])[C:3]([CH2:4][CH2:5][CH2:6][N:32]1[CH2:31][CH2:30][N:29]([CH2:28][CH2:27][O:26][c:23]2[cH:22][cH:21][c:20]([C:19]([F:18])([F:35])[F:36])[cH:25][n:24]2)[CH2:34][CH2:33]1)([CH:8]([CH3:9])[CH3:10])[c:11]1[s:12][c:13]([C:16]#[N:17])[cH:14][cH:15]1. Starting materials: CCCC[N+](CCCC)(CCCC)CCCC, CC(C)(C)[O-], ClCC1CO1, CC(C)O, [K+], [Na+], [Na+], O=C([O-])[O-], O=C1NC(=O)c2ccccc21, O=S(=O)([O-])O. Yields the product O=C1NC(=O)c2c(CC3CO3)cccc21. As a reaction SMILES: [CH2:34]([N+:35]([CH2:36][CH2:37][CH2:38][CH3:39])([CH2:40][CH2:41][CH2:42][CH3:43])[CH2:44][CH2:45][CH2:46][CH3:47])[CH2:48][CH2:49][CH3:50].[CH3:23][C:24]([CH3:25])([O-:26])[CH3:27].[CH:12]1([CH2:13][Cl:14])[CH2:15][O:16]1.[CH:51]([OH:52])([CH3:53])[CH3:54].[K+:28].[Na+:17].[Na+:18].[O-:19][C:20](=[O:21])[O-:22].[O:1]=[C:2]1[NH:3][C:4](=[O:5])[c:6]2[cH:7][cH:8][cH:9][cH:10][c:11]21.[S:29]([O-:30])([OH:31])(=[O:32])=[O:33]>>[O:1]=[C:2]1[NH:3][C:4](=[O:5])[c:6]2[cH:7][cH:8][cH:9][c:10]([CH2:13][CH:12]3[CH2:15][O:16]3)[c:11]21. The yield is 20.0%. The product is ClC1=C(CC2=CN(C(S2)=NC(=O)C2(CC2)C2=CC=C(C=C2)OC)CCN(CC)CC)C=CC=C1 (1-(4-methoxy-phenyl)-cyclopropanecarboxylic acid [5-(2-chloro-benzyl)-3-(2-diethylamino-ethyl)-3H-thiazol-2-ylidene]-amide). Procedure details: 1-(4-Methoxy-phenyl)-cyclopropanecarboxylic acid [5-(2-chloro-benzyl)-thiazol-2-yl]-amide (39.9 mg, 0.100 mmol) and (2-bromo-ethyl)-diethyl-amine hydrobromide (26.1 mg, 0.100 mmol) were dissolved in 1 mL of tetrahydrofuran. Sodium hydride (60% dispersion in oil, 8.8 mg, 0.22 mmol) was added and the reaction was subjected to microwave irradiation for 10 minutes at 100° C. The solvent was evaporated to dryness and the crude mixture was purified by reverse-phase preparative liquid chromatography to... Reaction SMILES: [Cl:1][C:2]1[CH:27]=[CH:26][CH:25]=[CH:24][C:3]=1[CH2:4][C:5]1[S:9][C:8]([NH:10][C:11]([C:13]2([C:16]3[CH:21]=[CH:20][C:19]([O:22][CH3:23])=[CH:18][CH:17]=3)[CH2:15][CH2:14]2)=[O:12])=[N:7][CH:6]=1.Br.Br[CH2:30][CH2:31][N:32]([CH2:35][CH3:36])[CH2:33][CH3:34].[H-].[Na+]>O1CCCC1>[Cl:1][C:2]1[CH:27]=[CH:26][CH:25]=[CH:24][C:3]=1[CH2:4][C:5]1[S:9][C:8](=[N:10][C:11]([C:13]2([C:16]3[CH:17]=[CH:18][C:19]([O:22][CH3:23])=[CH:20][CH:21]=3)[CH2:15][CH2:14]2)=[O:12])[N:7]([CH2:30][CH2:31][N:32]([CH2:35][CH3:36])[CH2:33][CH3:34])[CH:6]=1 |f:1.2,3.4|. The reactants are ClC1=C(CC2=CN=C(S2)NC(=O)C2(CC2)C2=CC=C(C=C2)OC)C=CC=C1 (1-(4-Methoxy-phenyl)-cyclopropanecarboxylic acid [5-(2-chloro-benzyl)-thiazol-2-yl]-amide), Br.BrCCN(CC)CC ((2-bromo-ethyl)-diethyl-amine hydrobromide), [H-].[Na+] (Sodium hydride). Run in O1CCCC1 (tetrahydrofuran).